From a dataset of the Open Reaction Database (ORD), a public repository of structured organic reaction records. describe an organic reaction: reactants, conditions, products, and yield The reactants are N12C[C@@H](C(CC1)CC2)OC(=O)C2(CCCCCC2)C=2SC=CC2 (1-Thiophen-2-yl-cycloheptanecarboxylic acid (R)-(1-aza-bicyclo[2.2.2]oct-3-yl)ester), O1N=C(C2=C1C=CC=C2)NC(CCl)=O (N-benzo[d]isoxazol-3-yl-2-chloro-acetamide). Run in C(C)#N (acetonitrile). Conditions: time 6 day. Product: [Cl-].O1N=C(C2=C1C=CC=C2)NC(=O)C[N+]21C[C@@H](C(CC2)CC1)OC(=O)C1(CCCCCC1)C=1SC=CC1 ((R)-1-(Benzo[d]isoxazol-3-ylcarbamoylmethyl)-3-(1-thiophen-2-yl-cycloheptanecarbonyloxy)-1-azonia-bicyclo[2.2.2]octane chloride). Yield: 70.8%. Reaction SMILES: [N:1]12[CH2:8][CH2:7][CH:4]([CH2:5][CH2:6]1)[C@@H:3]([O:9][C:10]([C:12]1([C:19]3[S:20][CH:21]=[CH:22][CH:23]=3)[CH2:18][CH2:17][CH2:16][CH2:15][CH2:14][CH2:13]1)=[O:11])[CH2:2]2.[O:24]1[C:28]2[CH:29]=[CH:30][CH:31]=[CH:32][C:27]=2[C:26]([NH:33][C:34](=[O:37])[CH2:35][Cl:36])=[N:25]1>C(#N)C>[Cl-:36].[O:24]1[C:28]2[CH:29]=[CH:30][CH:31]=[CH:32][C:27]=2[C:26]([NH:33][C:34]([CH2:35][N+:1]23[CH2:6][CH2:5][CH:4]([CH2:7][CH2:8]2)[C@@H:3]([O:9][C:10]([C:12]2([C:19]4[S:20][CH:21]=[CH:22][CH:23]=4)[CH2:18][CH2:17][CH2:16][CH2:15][CH2:14][CH2:13]2)=[O:11])[CH2:2]3)=[O:37])=[N:25]1 |f:3.4|. Reported procedure: 1-Thiophen-2-yl-cycloheptanecarboxylic acid (R)-(1-aza-bicyclo[2.2.2]oct-3-yl)ester (Example 5d) (71 mg) and N-benzo[d]isoxazol-3-yl-2-chloro-acetamide (Example 4a) (54 mg) were dissolved in acetonitrile (10 mL) and left to stand for 6 days. The resulting crystals were filtered off and washed with diethyl ether (3×10 mL) to afford the titled compound (82 mg). Starting materials: O=C([O-])[O-], CC(C)(C)c1cc(N)no1, C1CCOC1, O=C(Cl)Oc1ccccc1, [K+], [K+]. Product: CC(C)(C)c1cc(NC(=O)Oc2ccccc2)no1. Reaction SMILES: [C:11](=[O:12])([O-:13])[O-:14].[C:1]([CH3:2])([CH3:3])([CH3:4])[c:5]1[cH:6][c:7]([NH2:10])[n:8][o:9]1.[CH2:27]1[O:28][CH2:29][CH2:30][CH2:31]1.[Cl:17][C:18](=[O:19])[O:20][c:21]1[cH:22][cH:23][cH:24][cH:25][cH:26]1.[K+:15].[K+:16]>>[C:1]([CH3:2])([CH3:3])([CH3:4])[c:5]1[cH:6][c:7]([NH:10][C:18](=[O:19])[O:20][c:21]2[cH:22][cH:23][cH:24][cH:25][cH:26]2)[n:8][o:9]1. Reactants: CCOC(=O)c1nn(-c2ccc(OC)cc2)c2c1CCCC2, CO. Product: COc1ccc(-n2nc(C(=O)O)c3c2CCCC3)cc1. RXN SMILES: [CH2:1]([CH3:2])[O:3][C:4](=[O:5])[c:6]1[n:7][n:8](-[c:15]2[cH:16][cH:17][c:18]([O:21][CH3:22])[cH:19][cH:20]2)[c:9]2[c:14]1[CH2:13][CH2:12][CH2:11][CH2:10]2.[CH3:23][OH:24]>>[O:3]=[C:4]([OH:5])[c:6]1[n:7][n:8](-[c:15]2[cH:16][cH:17][c:18]([O:21][CH3:22])[cH:19][cH:20]2)[c:9]2[c:14]1[CH2:13][CH2:12][CH2:11][CH2:10]2. The reactants are [N+](=O)([O-])C1=CC(=C(C(=O)OC(C2=C(C=C(C=C2)[N+](=O)[O-])S(=O)(=O)O)=O)C=C1)S(=O)(=O)O (4-nitro-2-sulfobenzoic acid anhydride), NC1=CC=C(C(=C1)C)S(=O)(=O)NC=1C=C(C=C2C=C(C=C(C12)S(=O)(=O)O)S(=O)(=O)O)S(=O)(=O)O (8-(5-amino-o-toluenesulfonamido)-1,3,6-naphthalenetrisulfonic acid), C1=CC(=CC=C1N=NC2C(=NN(C2=O)C3=CC=C(C=C3)S(=O)(=O)[O-])C(=O)[O-])S(=O)(=O)[O-].[Na+].[Na+].[Na+] (trisodium salt), O.O.O.C(C)(=O)[O-].[Na+] (sodium acetate trihydrate), ice. Run in O (water). The product is [N+](=O)([O-])C1=CC(=C(C(=O)NC2=CC=C(C(=C2)C)S(=O)(=O)NC=2C=C(C=C3C=C(C=C(C23)S(=O)(=O)O)S(=O)(=O)O)S(=O)(=O)O)C=C1)S(=O)(=O)O (8-[5-(4-nitro-2-sulfobenzamido)-o-toluenesulfonamido]-1,3,6-naphthalenetrisulfonic acid). The yield is 166.9%. Reaction SMILES: [NH2:1][C:2]1[CH:7]=[C:6]([CH3:8])[C:5]([S:9]([NH:12][C:13]2[CH:14]=[C:15]([S:31]([OH:34])(=[O:33])=[O:32])[CH:16]=[C:17]3[C:22]=2[C:21]([S:23]([OH:26])(=[O:25])=[O:24])=[CH:20][C:19]([S:27]([OH:30])(=[O:29])=[O:28])=[CH:18]3)(=[O:11])=[O:10])=[CH:4][CH:3]=1.C1C(N=NC2C(=O)N(C3C=CC(S([O-])(=O)=O)=CC=3)N=C2C([O-])=O)=CC=C(S([O-])(=O)=O)C=1.[Na+].[Na+].[Na+].O.O.O.C([O-])(=O)C.[Na+].[N+](C1C=CC(C([O:86][C:87](=O)[C:88]2[CH:93]=[CH:92][C:91]([N+:94]([O-:96])=[O:95])=[CH:90][C:89]=2[S:97]([OH:100])(=[O:99])=[O:98])=O)=C(S(O)(=O)=O)C=1)([O-])=O>O>[N+:94]([C:91]1[CH:92]=[CH:93][C:88]([C:87]([NH:1][C:2]2[CH:7]=[C:6]([CH3:8])[C:5]([S:9]([NH:12][C:13]3[CH:14]=[C:15]([S:31]([OH:34])(=[O:33])=[O:32])[CH:16]=[C:17]4[C:22]=3[C:21]([S:23]([OH:26])(=[O:25])=[O:24])=[CH:20][C:19]([S:27]([OH:30])(=[O:28])=[O:29])=[CH:18]4)(=[O:11])=[O:10])=[CH:4][CH:3]=2)=[O:86])=[C:89]([S:97]([OH:100])(=[O:98])=[O:99])[CH:90]=1)([O-:96])=[O:95] |f:1.2.3.4,5.6.7.8.9|. Reported procedure: To a stirred solution of 9.0 g of 8-(5-amino-o-toluenesulfonamido)-1,3,6-naphthalenetrisulfonic acid, trisodium salt, and 3.34 g of sodium acetate trihydrate in 47.0 ml of water chilled to 0° C. in an ice bath is added 4.29 g of 4-nitro-2-sulfobenzoic acid anhydride in one portion. The mixture is stirred for a total of 10 minutes in the ice bath and the undissolved material is separated. The solution, at 0° C., is acidified with 1.38 ml of concentrated hydrochloric acid, then is added dropwise, ...